This data is from the Open Reaction Database (ORD), a public repository of structured organic reaction records. The task is: describe an organic reaction: reactants, conditions, products, and yield Starting materials: C(C)(C)(C)C1CCC(CC1)O (4-tert-butylcyclohexanol), FC(C(=O)O)(F)F (trifluoroacetic acid), N(=O)[O-].[Na+] (NaNO2). Run at time 5 hour. Product: C(C)(C)(C)C(CC(=O)O)CCCO (3-tert-butyl-6-hydroxyhexanoic acid). Yield: 41.0%. Reaction SMILES: [C:1]([CH:5]1CC[CH:8]([OH:11])[CH2:7][CH2:6]1)([CH3:4])([CH3:3])[CH3:2].N([O-])=O.[Na+].F[C:17](F)(F)[C:18]([OH:20])=[O:19]>>[C:1]([CH:5]([CH2:6][CH2:7][CH2:8][OH:11])[CH2:17][C:18]([OH:20])=[O:19])([CH3:4])([CH3:3])[CH3:2] |f:1.2|. Procedure: 4-tert-butylcyclohexanol (10 g, 64.1 mmol) was dissolved in trifluoroacetic acid and then NaNO2 (17.09 g, 256.4 mmol) was added to the solution at 0° C. under an air. After the resulting solution was stirred at room temperature for 5 hours, the solvent was removed in vacuo at room temperature and the residue was added into an aqueous 5% NaHCO3. After the solution was treated with methylene chloride, the aqueous solution was acidified with 10% HCl solution followed by extraction with ethyl acetat... Reactants: O=C([O-])[O-], CI, [K+], [K+], N#Cc1c2c(c[nH]c1=O)Sc1ccccc1N2, O. Yields the product Cn1cc2c(c(C#N)c1=O)Nc1ccccc1S2. Reaction SMILES: [C:20](=[O:21])([O-:22])[O-:23].[I:18][CH3:19].[K+:24].[K+:25].[O:1]=[c:2]1[c:3]([C:16]#[N:17])[c:4]2[c:5]([cH:14][nH:15]1)[S:6][c:7]1[c:8]([cH:10][cH:11][cH:12][cH:13]1)[NH:9]2.[OH2:26]>>[O:1]=[c:2]1[c:3]([C:16]#[N:17])[c:4]2[c:5]([cH:14][n:15]1[CH3:20])[S:6][c:7]1[c:8]([cH:10][cH:11][cH:12][cH:13]1)[NH:9]2. Reactants: NC1=C(C=C2C(OC(C2=C1)(F)F)(F)F)O (6-amino-1,1,3,3-tetrafluoro-5-hydroxy-1,3-dihydroisobenzofuran), ClC1=C(C(=O)O)C=CN=C1 (3-chloroisonicotinic acid), CCN=C=NCCCN(C)C (WSC), N1=CC=CC=C1 (pyridine). Solvent: O (water). Run at temperature 80 celsius. The product is ClC1=C(C(=O)NC=2C=C3C(OC(C3=CC2O)(F)F)(F)F)C=CN=C1 (3-chloro-N-(1,1,3,3-tetrafluoro-6-hydroxy-1,3-dihydroisobenzofuran-5-yl)isonicotinamide). Isolated yield 61.5%. As a reaction SMILES: [NH2:1][C:2]1[CH:10]=[C:9]2[C:5]([C:6]([F:14])([F:13])[O:7][C:8]2([F:12])[F:11])=[CH:4][C:3]=1[OH:15].[Cl:16][C:17]1[CH:25]=[N:24][CH:23]=[CH:22][C:18]=1[C:19](O)=[O:20].CCN=C=NCCCN(C)C.N1C=CC=CC=1>O>[Cl:16][C:17]1[CH:25]=[N:24][CH:23]=[CH:22][C:18]=1[C:19]([NH:1][C:2]1[CH:10]=[C:9]2[C:5](=[CH:4][C:3]=1[OH:15])[C:6]([F:14])([F:13])[O:7][C:8]2([F:11])[F:12])=[O:20]. Reported procedure: A mixture of 0.68 g of 6-amino-1,1,3,3-tetrafluoro-5-hydroxy-1,3-dihydroisobenzofuran, 0.48 g of 3-chloroisonicotinic acid, 0.76 g of WSC and 7 ml of pyridine was stirred while heating at 80° C. for three hours. The reaction mixture was cooled to room temperature, and then water was added, followed by extraction with ethyl acetate three times. The combined organic layers were washed with water and a saturated sodium chloride solution, then dried over anhydrous magnesium sulfate, and then concent... Reactants: Cl (hydrochloride), NC1=C(C=C(C=C1C#N)C(CNC(C)(C)C)=O)Br (4'-amino-3'-bromo-2-tert.butylamino-5'-cyano-acetophenone), [BH4-].[Na+] (sodium borohydride). The product is NC1=C(C=C(C=C1C#N)C(CNC(C)(C)C)O)Br (1-(4'-Amino-3'-bromo-5'-cyano-phenyl)-2-tert.butylamino-ethanol). RXN SMILES: Cl.[NH2:2][C:3]1[C:8]([C:9]#[N:10])=[CH:7][C:6]([C:11](=[O:18])[CH2:12][NH:13][C:14]([CH3:17])([CH3:16])[CH3:15])=[CH:5][C:4]=1[Br:19].[BH4-].[Na+]>>[NH2:2][C:3]1[C:8]([C:9]#[N:10])=[CH:7][C:6]([CH:11]([OH:18])[CH2:12][NH:13][C:14]([CH3:15])([CH3:16])[CH3:17])=[CH:5][C:4]=1[Br:19] |f:2.3|. Procedure: m.p. of the hydrochloride: 213°-214° C., was prepared from 4'-amino-3'-bromo-2-tert.butylamino-5'-cyano-acetophenone and sodium borohydride analogous to Example 2. Reactants: C(C)(=O)N1[C@H](CN(C2=CC(=C(C=C12)N)C=1C=NN(C1)C1CC1)C(=O)OC(C)C)C (isopropyl (S)-4-acetyl-6-amino-7-(1-cyclopropyl-1H-pyrazol-4-yl)-3-methyl-3,4-dihydroquinoxaline-1(2H)-carboxylate), C(C)(=O)N1[C@H](CN(C2=CC(=C(C=C12)OC)C1=CC=C(C=C1)S(=O)(=O)C)C(=O)OC(C)C)C (isopropyl (S)-4-acetyl-6-methoxy-3-methyl-7-(4-(methylsulfonyl)phenyl)-3,4-dihydroquinoxaline-1(2H)-carboxylate). Product: C(C)(=O)N1[C@H](CN(C2=CC(=C(C=C12)OC)C=1C=NN(C1)C1CC1)C(=O)OC(C)C)C (Isopropyl (S)-4-acetyl-7-(1-cyclopropyl-1H-pyrazol-4-yl)-6-methoxy-3-methyl-3,4-dihydroquinoxaline-1(2H)-carboxylate). Reaction SMILES: [C:1]([N:4]1[C:13]2[C:8](=[CH:9][C:10]([C:15]3[CH:16]=[N:17][N:18]([CH:20]4[CH2:22][CH2:21]4)[CH:19]=3)=[C:11](N)[CH:12]=2)[N:7]([C:23]([O:25][CH:26]([CH3:28])[CH3:27])=[O:24])[CH2:6][C@@H:5]1[CH3:29])(=[O:3])[CH3:2].[C:30](N1C2C(=CC(C3C=CC(S(C)(=O)=O)=CC=3)=C(OC)C=2)N(C(OC(C)C)=O)C[C@@H]1C)(=[O:32])C>>[C:1]([N:4]1[C:13]2[C:8](=[CH:9][C:10]([C:15]3[CH:16]=[N:17][N:18]([CH:20]4[CH2:21][CH2:22]4)[CH:19]=3)=[C:11]([O:32][CH3:30])[CH:12]=2)[N:7]([C:23]([O:25][CH:26]([CH3:28])[CH3:27])=[O:24])[CH2:6][C@@H:5]1[CH3:29])(=[O:3])[CH3:2]. Procedure details: Isopropyl (S)-4-acetyl-7-(1-cyclopropyl-1H-pyrazol-4-yl)-6-methoxy-3-methyl-3,4-dihydroquinoxaline-1(2H)-carboxylate was synthesized from isopropyl (S)-4-acetyl-6-amino-7-(1-cyclopropyl-1H-pyrazol-4-yl)-3-methyl-3,4-dihydroquinoxaline-1(2H)-carboxylate according to the procedure described above for isopropyl (S)-4-acetyl-6-methoxy-3-methyl-7-(4-(methylsulfonyl)phenyl)-3,4-dihydroquinoxaline-1(2H)-carboxylate (Example 244). MS (ESI, pos. ion) m/z 413 [M+H]+. Starting materials: CCOc1ccc(C(N)CC(=O)O)cc1OC, COc1ccc(C(N)CC(=O)O)cc1OC. Yields the product CCOc1ccc(C(N)CC(=O)OC)cc1OC. Reaction SMILES: [NH2:17][CH:18]([CH2:19][C:20](=[O:21])[OH:22])[c:23]1[cH:24][c:25]([O:32][CH3:33])[c:26]([O:29][CH2:30][CH3:31])[cH:27][cH:28]1.[NH2:1][CH:2]([c:3]1[cH:4][cH:5][c:6]([O:7][CH3:8])[c:9]([O:10][CH3:11])[cH:12]1)[CH2:13][C:14]([OH:15])=[O:16]>>[CH3:2][O:22][C:20]([CH2:19][CH:18]([NH2:17])[c:23]1[cH:24][c:25]([O:32][CH3:33])[c:26]([O:29][CH2:30][CH3:31])[cH:27][cH:28]1)=[O:21]. The reactants are Cc2ccc(B1OCC(C)(C)CO1)cc2 (effective_coupling_partner), CCOC(=O)c1cccc(OC(=O)N(CC)CC)c1 (substrate). The reagents and catalysts are IAd. Conditions: temperature 150 celsius, time 20 hour. The product is CCOC(=O)c2cccc(c1ccc(C)cc1)c2.